Task: describe an organic reaction: reactants, conditions, products, and yield. Dataset: the Open Reaction Database (ORD), a public repository of structured organic reaction records Reactants: FC=1C=C2C=CNC2=CC1 (5-fluoro-1H-indole), C1=CCN2C=CC(C=C12)=O (7-indolizinone). Product: C1CCN2CC=C(CC12)C1=CNC2=CC=C(C=C12)F (3-(1,2,3,4,5,8-Hexahydroindolizin-7-yl)-5-fluoro-1H-indole). Reaction SMILES: [F:1][C:2]1[CH:3]=[C:4]2[C:8](=[CH:9][CH:10]=1)[NH:7][CH:6]=[CH:5]2.[CH:11]1[C:19]2[N:14]([CH:15]=[CH:16][C:17](=O)[CH:18]=2)[CH2:13][CH:12]=1>>[CH2:11]1[CH:19]2[N:14]([CH2:15][CH:16]=[C:17]([C:5]3[C:4]4[C:8](=[CH:9][CH:10]=[C:2]([F:1])[CH:3]=4)[NH:7][CH:6]=3)[CH2:18]2)[CH2:13][CH2:12]1. Reported procedure: The 5-fluoro-1H-indole (910 mg, 6.7 mmol) and 7-indolizinone (1.40 g, 10.1 mmol) were converted to product by the procedure of Example 2 to give 1.22 g. (70.9%). The reactants are C(C1=CC=CC=C1)C1CN(CC1)S(=O)(=O)C1=C(NN=C1)N (4-(3-benzylpyrrolidine-1-sulfonyl)-2H-pyrazol-3-ylamine), COCCO (2-methoxyethanol), FC(C(=O)O)(F)F (trifluoroacetic acid), CC(=CC(=O)C1=CC=CC=C1)C (3-methyl-1-phenyl-but-2-en-1-one). The product is C(C1=CC=CC=C1)C1CN(CC1)S(=O)(=O)C=1C=NN2C1NC(=CC2(C)C)C2=CC=CC=C2 (3-(3-benzylpyrrolidine-1-sulfonyl)-7,7-dimethyl-5-phenyl-4,7-dihydropyrazolo[1,5-a]pyrimidine). Reaction SMILES: [CH2:1]([CH:8]1[CH2:12][CH2:11][N:10]([S:13]([C:16]2[CH:20]=[N:19][NH:18][C:17]=2[NH2:21])(=[O:15])=[O:14])[CH2:9]1)[C:2]1[CH:7]=[CH:6][CH:5]=[CH:4][CH:3]=1.COCCO.FC(F)(F)C(O)=O.[CH3:34][C:35]([CH3:45])=[CH:36][C:37]([C:39]1[CH:44]=[CH:43][CH:42]=[CH:41][CH:40]=1)=O>>[CH2:1]([CH:8]1[CH2:12][CH2:11][N:10]([S:13]([C:16]2[CH:20]=[N:19][N:18]3[C:35]([CH3:45])([CH3:34])[CH:36]=[C:37]([C:39]4[CH:40]=[CH:41][CH:42]=[CH:43][CH:44]=4)[NH:21][C:17]=23)(=[O:15])=[O:14])[CH2:9]1)[C:2]1[CH:3]=[CH:4][CH:5]=[CH:6][CH:7]=1. Procedure: A 2 mL ethanol solution containing 0.079 g (0.247 mmol) of 3 was treated with 0.013 mL (0.27 mmol) of hydrazine monohydrate and heated to reflux for 5 h. The reaction was concentrated in vacuo to give crude 4-(3-benzylpyrrolidine-1-sulfonyl)-2H-pyrazol-3-ylamine. The crude pyrazole thus obtained was dissolved in 2 mL of 2-methoxyethanol containing 0.044 g (0.27 mmol) of 3-methyl-1-phenyl-but-2-en-1-one and 0.038 mL (0.49 mmol) of trifluoroacetic acid was added. The mixture was refluxed for three... The reactants are FC(C(=O)NC=1N=C2N(C=C(C=C2)C(C2=CC=CC=C2)=O)C1C1=CC=C(C=C1)OC)(F)F (2-trifluoroacetamido-3-(4-methoxyphenyl)-6-benzoyl-imidazo[1,2-a]pyridine). Solvent: CC(OCC)=O (EA). Product: NC=1N=C2N(C=C(C=C2)C(C2=CC=CC=C2)=O)C1C1=CC=C(C=C1)OC (2-Amino-3-(4-methoxyphenyl)-6-benzoyl-imidazo[1,2-a]pyridine). RXN SMILES: FC(F)(F)C([NH:5][C:6]1[N:7]=[C:8]2[CH:13]=[CH:12][C:11]([C:14](=[O:21])[C:15]3[CH:20]=[CH:19][CH:18]=[CH:17][CH:16]=3)=[CH:10][N:9]2[C:22]=1[C:23]1[CH:28]=[CH:27][C:26]([O:29][CH3:30])=[CH:25][CH:24]=1)=O>CC(=O)OCC>[NH2:5][C:6]1[N:7]=[C:8]2[CH:13]=[CH:12][C:11]([C:14](=[O:21])[C:15]3[CH:16]=[CH:17][CH:18]=[CH:19][CH:20]=3)=[CH:10][N:9]2[C:22]=1[C:23]1[CH:24]=[CH:25][C:26]([O:29][CH3:30])=[CH:27][CH:28]=1. Reported procedure: The 2-trifluoroacetamido-3-(4-methoxyphenyl)-6-benzoyl-imidazo[1,2-a]pyridine (4.89 g, 11.1 mmol) was converted to product in a manner substantially analogous to Example 67 to yield 3.08 g. (80%). EA, MS(FD). The reactants are C1CCOC1, CO, Cl, COC(=O)c1c[nH]c(-c2cc(Oc3ccc(NC(=O)Nc4cc(C)ccc4F)cc3)ccn2)c1, [Na+], [OH-], O. Yields the product Cc1ccc(F)c(NC(=O)Nc2ccc(Oc3ccnc(-c4cc(C(=O)O)c[nH]4)c3)cc2)c1. RXN SMILES: [CH2:35]1[O:36][CH2:37][CH2:38][CH2:39]1.[CH3:40][OH:41].[ClH:44].[F:1][c:2]1[c:3]([NH:9][C:10](=[O:11])[NH:12][c:13]2[cH:14][cH:15][c:16]([O:17][c:18]3[cH:19][c:20](-[c:24]4[cH:25][c:26]([C:29](=[O:30])[O:31][CH3:32])[cH:27][nH:28]4)[n:21][cH:22][cH:23]3)[cH:33][cH:34]2)[cH:4][c:5]([CH3:8])[cH:6][cH:7]1.[Na+:43].[OH-:42].[OH2:45]>>[F:1][c:2]1[c:3]([NH:9][C:10](=[O:11])[NH:12][c:13]2[cH:14][cH:15][c:16]([O:17][c:18]3[cH:19][c:20](-[c:24]4[cH:25][c:26]([C:29](=[O:30])[OH:31])[cH:27][nH:28]4)[n:21][cH:22][cH:23]3)[cH:33][cH:34]2)[cH:4][c:5]([CH3:8])[cH:6][cH:7]1. As a reaction SMILES: C([N:8]1[CH2:13][CH2:12][CH:11]([N:14]([CH2:26][CH3:27])[C:15]2[C:20]([NH:21][CH:22]([CH3:24])[CH3:23])=[CH:19][CH:18]=[C:17]([F:25])[N:16]=2)[CH2:10][CH2:9]1)C1C=CC=CC=1>C(O)C.[OH-].[Pd+2].[OH-]>[CH2:26]([N:14]([CH:11]1[CH2:12][CH2:13][NH:8][CH2:9][CH2:10]1)[C:15]1[C:20]([NH:21][CH:22]([CH3:24])[CH3:23])=[CH:19][CH:18]=[C:17]([F:25])[N:16]=1)[CH3:27] |f:2.3.4|. Reaction conditions: time 12 hour. Reagents/catalysts: [OH-].[Pd+2].[OH-] (palladium hydroxide). Reported procedure: 1-Benzyl-4-[N-ethyl-N-(6-fluoro-3-(isopropylamino)-2-pyridinyl)amino]piperidine (EXAMPLE 196, 2.1 g, 5.76 mmol) is dissolved in ethanol (100 ml) and 0.96 g of palladium hydroxide is added. The reaction is placed on a Parr hydrogenator at 40 psi for 12 hr. Then the reaction is filtered through diatomaceous earth, concentrated under reduced pressure, and used without further purification, NMR (300 MHz, CDCl3) 6.93, 6.55, 4.32, 3.51, 3.11, 3.10-2.95, 2.59, 1.77, 1.55, 1.18 and 0.86δ. Product: C(C)N(C1=NC(=CC=C1NC(C)C)F)C1CCNCC1 (4-[N-Ethyl-N-(6-fluoro-3-(isopropylamino)-2-pyridinyl)amino]piperidine). The reactants are C(C1=CC=CC=C1)N1CCC(CC1)N(C1=NC(=CC=C1NC(C)C)F)CC (1-Benzyl-4-[N-ethyl-N-(6-fluoro-3-(isopropylamino)-2-pyridinyl)amino]piperidine). The solvent is C(C)O (ethanol). Starting materials: COC1=C(C=O)C=C(C=C1)C(C)C(=O)OC (2-methoxy-5-(1-methoxycarbonylethyl)benzaldehyde), Cl.Cl.C1(=CC=CC=C1)[C@@H]1NCCC[C@@H]1N ((2S,3S)-2-Phenylpiperidin-3-amine Dihydrochloride), Cl.Cl.C(#N)C1(CC1)C=1C=CC(=C(CN[C@@H]2[C@@H](NCCC2)C2=CC=CC=C2)C1)OC ((2S,3S)-3-(5-(1-Cyanocyclopropyl)-2-methoxybenzyl)amino-2-phenylpiperidine dihydrochloride). The product is Cl.Cl.COC(=O)C(C)C=1C=CC=C(CN[C@@H]2[C@@H](NCCC2)C2=CC=CC=C2)C1 ((2S,3S)-3-(5-(1-methoxycarbonylethyl)benzyl)amino-2-phenylpiperidine Dihydrochloride). Reaction SMILES: CO[C:3]1[CH:10]=[CH:9][C:8]([CH:11]([C:13]([O:15][CH3:16])=[O:14])[CH3:12])=[CH:7][C:4]=1[CH:5]=O.[ClH:17].Cl.[C:19]1([C@H:25]2[C@@H:30]([NH2:31])[CH2:29][CH2:28][CH2:27][NH:26]2)[CH:24]=[CH:23][CH:22]=[CH:21][CH:20]=1.Cl.Cl.C(C1(C2C=CC(OC)=C(C=2)CN[C@H]2CCCN[C@H]2C2C=CC=CC=2)CC1)#N>>[ClH:17].[ClH:17].[CH3:16][O:15][C:13]([CH:11]([C:8]1[CH:9]=[CH:10][CH:3]=[C:4]([CH:7]=1)[CH2:5][NH:31][C@H:30]1[CH2:29][CH2:28][CH2:27][NH:26][C@H:25]1[C:19]1[CH:24]=[CH:23][CH:22]=[CH:21][CH:20]=1)[CH3:12])=[O:14] |f:1.2.3,4.5.6,7.8.9|. Reported procedure: This compound was prepared from Compound 33 and Compound 3 in the same manner of Compound 5. The reactants are CCCCC(C(CC[C@H]1[C@@H](CC(=O)[C@@H]1CCCCCCC(=O)O)O)O)(F)F.C1CCC(CC1)NC2CCCCC2 (dicyclohexylammonium salt), C(CCC)[C@@H]1[C@H](O1)C(=O)O ((2S-trans)-3-butyl-oxiranecarboxylic acid), C1OC=2C=C(N)C=CC2O1 (3,4-methylenedioxyaniline), C(C(C)(C)C)(=O)Cl (pivaloyl chloride). Solvent: O1CCCC1 (tetrahydrofuran), O1CCCC1 (tetrahydrofuran), O1CCCC1 (tetrahydrofuran). Reaction conditions: time 15 minute. Product: C1OC=2C=C(C=CC2O1)NC(=O)[C@H]1O[C@@H]1CCCC ((2S-trans)-N-[(3,4-methylenedioxy)phenyl]-3-butyloxiranecarboxamide). Yield: 99.9%. As a reaction SMILES: [CH2:1]([C@H:5]1[O:7][C@@H:6]1[C:8]([OH:10])=O)[CH2:2][CH2:3][CH3:4].CCCCC(F)(F)C(O)CC[C@@H]1[C@@H](CCCCCCC(O)=O)C(=O)C[C@H]1O.C1CCC(NC2CCCCC2)CC1.C(Cl)(=O)C(C)(C)C.[CH2:58]1[O:67][C:66]2[CH:65]=[CH:64][C:62]([NH2:63])=[CH:61][C:60]=2[O:59]1>O1CCCC1>[CH2:58]1[O:67][C:66]2[CH:65]=[CH:64][C:62]([NH:63][C:8]([C@@H:6]3[C@@H:5]([CH2:1][CH2:2][CH2:3][CH3:4])[O:7]3)=[O:10])=[CH:61][C:60]=2[O:59]1 |f:1.2|. Procedure details: Under ice-cooling, to 10 ml of an anhydrous tetrahydrofuran solution containing 299 mg (1.84 mmol) of (2S-trans)-3-butyl-oxiranecarboxylic acid.dicyclohexylammonium salt was added 2 ml of an anhydrous tetrahydrofuran solution containing 222 mg (1.84 mmol) of pivaloyl chloride, and the resulting mixture was stirred at the same temperature for 15 minutes. Moreover, the temperature of the reaction mixture was returned to room temperature, and the mixture was stirred for 2 hours. After insoluble mat...